Dataset: the Open Reaction Database (ORD), a public repository of structured organic reaction records. Task: describe an organic reaction: reactants, conditions, products, and yield Starting materials: N1C=NC=C1 (imidazole), C(#C)C1(CCCCC1)O (1-ethynylcyclohexan-1-ol), CN(C=O)C (dimethylformamide), C[Si](Cl)(C)C (trimethylchlorosilane). Solvent: CCCCCC (hexane). Conditions: time 1 minute. Yields the product C(#C)C1(CCCCC1)O[Si](C)(C)C (1-Ethynyl-1-trimethylsilyloxycyclohexane). Reaction SMILES: N1C=CN=C1.[C:6]([C:8]1([OH:14])[CH2:13][CH2:12][CH2:11][CH2:10][CH2:9]1)#[CH:7].CN(C)C=O.[CH3:20][Si:21]([CH3:24])([CH3:23])Cl>CCCCCC>[C:6]([C:8]1([O:14][Si:21]([CH3:24])([CH3:23])[CH3:20])[CH2:13][CH2:12][CH2:11][CH2:10][CH2:9]1)#[CH:7]. Procedure details: A 194 g portion of imidazole and 158.2 g of 1-ethynylcyclohexan-1-ol are mixed with 500 g of dimethylformamide with cooling in an ice bath. A 152 g portion of trimethylchlorosilane is added with cooling and stirring in about one minute. The mixture is stirred for one hour and allowed to stand overnight. One liter of hexane is added. The lower layer is separated, diluted with water and extracted with hexane. The hexane layers are washed several times with water and then combined and dried over ma... Reactants: COCCOC, [Na+], [Na+], O=C([O-])[O-], c1ccc(P(c2ccccc2)(c2ccccc2)[Pd](P(c2ccccc2)(c2ccccc2)c2ccccc2)(P(c2ccccc2)(c2ccccc2)c2ccccc2)P(c2ccccc2)(c2ccccc2)c2ccccc2)cc1, Brc1cncc(-c2nc(-c3ccccn3)no2)c1, OB(O)c1ccoc1. The product is c1ccc(-c2noc(-c3cncc(-c4ccoc4)c3)n2)nc1. RXN SMILES: [CH3:110][O:111][CH2:112][CH2:113][O:114][CH3:115].[Na+:27].[Na+:28].[O-:29][C:30](=[O:31])[O-:32].[cH:33]1[cH:34][cH:35][c:36]([P:37]([Pd:38]([P:39]([c:40]2[cH:41][cH:42][cH:43][cH:44][cH:45]2)([c:46]2[cH:47][cH:48][cH:49][cH:50][cH:51]2)[c:52]2[cH:53][cH:54][cH:55][cH:56][cH:57]2)([P:58]([c:59]2[cH:60][cH:61][cH:62][cH:63][cH:64]2)([c:65]2[cH:66][cH:67][cH:68][cH:69][cH:70]2)[c:71]2[cH:72][cH:73][cH:74][cH:75][cH:76]2)[P:77]([c:78]2[cH:79][cH:80][cH:81][cH:82][cH:83]2)([c:84]2[cH:85][cH:86][cH:87][cH:88][cH:89]2)[c:90]2[cH:91][cH:92][cH:93][cH:94][cH:95]2)([c:96]2[cH:97][cH:98][cH:99][cH:100][cH:101]2)[c:102]2[cH:103][cH:104][cH:105][cH:106][cH:107]2)[cH:108][cH:109]1.[n:1]1[c:2](-[c:7]2[n:8][o:9][c:10](-[c:12]3[cH:13][n:14][cH:15][c:16]([Br:18])[cH:17]3)[n:11]2)[cH:3][cH:4][cH:5][cH:6]1.[o:19]1[cH:20][c:21]([B:24]([OH:25])[OH:26])[cH:22][cH:23]1>>[n:1]1[c:2](-[c:7]2[n:8][o:9][c:10](-[c:12]3[cH:13][n:14][cH:15][c:16](-[c:21]4[cH:20][o:19][cH:23][cH:22]4)[cH:17]3)[n:11]2)[cH:3][cH:4][cH:5][cH:6]1. Reactants: FC=1C=C(C=CC1)C1=C2/C(/C(NC2=CC=C1)=O)=C/C=1NC(=CC1C(=O)O)C (2-[4-(3-fluoro-phenyl)-2-oxo-1,2-dihydro-indol-(3Z) ylidenemethyl]-5-methyl-1H-pyrrole-3-carboxylic acid), C(CCl)Cl (EDC), C=1C=CC2=C(C1)N=NN2O (HOBt), TEA, C1(CC1)CNC[C@H]1NCCC1 (cyclopropylmethyl-(S)-1-pyrrolidin-2-ylmethyl-amine). Solvent: C(Cl)Cl (DCM), CN(C)C=O (DMF). Reaction conditions: time 20 hour. Product: C1(CC1)CNC[C@H]1N(CCC1)C(=O)C1=C(NC(=C1)C)\C=C\1/C(NC2=CC=CC(=C12)C1=CC(=CC=C1)F)=O (3-[1-(3-{(S)-2-[(Cyclopropylmethyl-amino)-methyl]-pyrrolidine-1-carbonyl)-5-methyl-1H-pyrrol-2-yl}-meth-(Z)-ylidene]-4-(3-fluoro-phenyl)-1,3-dihydro-indol-2-one). Reaction SMILES: [F:1][C:2]1[CH:3]=[C:4]([C:8]2[CH:16]=[CH:15][CH:14]=[C:13]3[C:9]=2/[C:10](=[CH:18]/[C:19]2[NH:20][C:21]([CH3:27])=[CH:22][C:23]=2[C:24](O)=[O:25])/[C:11](=[O:17])[NH:12]3)[CH:5]=[CH:6][CH:7]=1.C(Cl)CCl.C1C=CC2N(O)N=NC=2C=1.[CH:42]1([CH2:45][NH:46][CH2:47][C@@H:48]2[CH2:52][CH2:51][CH2:50][NH:49]2)[CH2:44][CH2:43]1>CN(C=O)C.C(Cl)Cl>[CH:42]1([CH2:45][NH:46][CH2:47][C@@H:48]2[CH2:52][CH2:51][CH2:50][N:49]2[C:24]([C:23]2[CH:22]=[C:21]([CH3:27])[NH:20][C:19]=2/[CH:18]=[C:10]2\[C:11](=[O:17])[NH:12][C:13]3[C:9]\2=[C:8]([C:4]2[CH:5]=[CH:6][CH:7]=[C:2]([F:1])[CH:3]=2)[CH:16]=[CH:15][CH:14]=3)=[O:25])[CH2:43][CH2:44]1. Procedure: To a solution of 2-[4-(3-fluoro-phenyl)-2-oxo-1,2-dihydro-indol-(3Z) ylidenemethyl]-5-methyl-1H-pyrrole-3-carboxylic acid (80 mg, 0.22 mmol), EDC (80 mg), HOBt (30 mg) in DMF (4 mL) was added TEA (0.08 mL) and cyclopropylmethyl-(S)-1-pyrrolidin-2-ylmethyl-amine (0.05 mL). The mixture was stirred at rt for 20 hours. The reaction was diluted with DCM, washed with water, NaHCO3, dried and concentrated. The residue was purified on a silica gel column to give the titled compound.